This data is from the Open Reaction Database (ORD), a public repository of structured organic reaction records. The task is: describe an organic reaction: reactants, conditions, products, and yield The reactants are Cl.C1(CC1)N(C(C1=CC=C(C=C1)C1=CN=CO1)=O)C1CCNCC1 (N-cyclopropyl-4-oxazol-5-yl-N-piperidin-4-yl-benzamide hydrochloride), ClC1=NC=C(C=N1)C1CC1 (2-chloro-5-cyclopropyl-pyrimidine), C(C)(C)(C)N=P1(N(CCCN1C)C)N(CC)CC (2-tert-butylimino-2-diethylamino-1,3-dimethyl-perhydro-1,3,2-diazaphosphorine), CN1C(CCC1)=O (N-methylpyrrolidinone). Run at temperature 70 celsius, time 8 hour. The product is C1(CC1)N(C(C1=CC=C(C=C1)C1=CN=CO1)=O)C1CCN(CC1)C1=NC=C(C=N1)C1CC1 (N-Cyclopropyl-N-[1-(5-cyclopropyl-pyrimidin-2-yl)-piperidin-4-yl]-4-oxazol-5-yl-benzamide). Reaction SMILES: Cl.[CH:2]1([N:5]([CH:19]2[CH2:24][CH2:23][NH:22][CH2:21][CH2:20]2)[C:6](=[O:18])[C:7]2[CH:12]=[CH:11][C:10]([C:13]3[O:17][CH:16]=[N:15][CH:14]=3)=[CH:9][CH:8]=2)[CH2:4][CH2:3]1.Cl[C:26]1[N:31]=[CH:30][C:29]([CH:32]2[CH2:34][CH2:33]2)=[CH:28][N:27]=1.C(N=P1(N(CC)CC)N(C)CCCN1C)(C)(C)C.CN1CCCC1=O>>[CH:2]1([N:5]([CH:19]2[CH2:24][CH2:23][N:22]([C:26]3[N:31]=[CH:30][C:29]([CH:32]4[CH2:34][CH2:33]4)=[CH:28][N:27]=3)[CH2:21][CH2:20]2)[C:6](=[O:18])[C:7]2[CH:8]=[CH:9][C:10]([C:13]3[O:17][CH:16]=[N:15][CH:14]=3)=[CH:11][CH:12]=2)[CH2:4][CH2:3]1 |f:0.1|. Reported procedure: A mixture of N-cyclopropyl-4-oxazol-5-yl-N-piperidin-4-yl-benzamide hydrochloride (35 mg), 2-chloro-5-cyclopropyl-pyrimidine (46 mg), and 2-tert-butylimino-2-diethylamino-1,3-dimethyl-perhydro-1,3,2-diazaphosphorine (82 mg) in N-methylpyrrolidinone (1.5 mol) is stirred at 70° C. overnight. The crude product is purified by preparative HPLC to give the title compound. LC (method 18): tR=1.41 min; Mass spectrum (ESI+): m/z=430 [M+H]+.